Dataset: the Open Reaction Database (ORD), a public repository of structured organic reaction records. Task: describe an organic reaction: reactants, conditions, products, and yield Reactants: solution, C(C)(C)(C)OC(N(C(C)C)C(C)C)=N (O-tert-butyl-N, N-diisopropylisourea), C(#N)C1=CC=C(C=C1)C1=NO[C@H](C1)CC(=O)O ([3-(4-cyanophenyl)isoxazolin-5(R)-yl]acetic acid). The reagents and catalysts are Cl[Cu] (CuCl). Run in C(Cl)Cl (CH2Cl2). Run at time 48 hour. Yields the product C(#N)C1=CC=C(C=C1)C1=NO[C@H](C1)CC(=O)OC(C)(C)C (tert-Butyl [3-(4-cyanophenyl)isoxazolin-5(R)-yl]acetate). Isolated yield 96.0%. RXN SMILES: [C:1]([C:3]1[CH:8]=[CH:7][C:6]([C:9]2[CH2:13][C@H:12]([CH2:14][C:15]([OH:17])=[O:16])[O:11][N:10]=2)=[CH:5][CH:4]=1)#[N:2].[C:18](OC(=N)N(C(C)C)C(C)C)([CH3:21])([CH3:20])[CH3:19]>C(Cl)Cl.Cl[Cu]>[C:1]([C:3]1[CH:4]=[CH:5][C:6]([C:9]2[CH2:13][C@H:12]([CH2:14][C:15]([O:17][C:18]([CH3:21])([CH3:20])[CH3:19])=[O:16])[O:11][N:10]=2)=[CH:7][CH:8]=1)#[N:2]. Procedure details: To a suspension of [3-(4-cyanophenyl)isoxazolin-5(R)-yl]acetic acid(500 mg, 2.17 mmol) in CH2Cl2 (20 ml) cooled in an ice-water bath was added a 1.6M solution of O-tert-butyl-N, N-diisopropylisourea, cat. CuCl(4 ml). The resulting mixture was stirred at rt for 48 hrs and then filted. The fitrate was concentrated and the residue dissolved in EtOAc. The EtOAc solution was washed with brine and then dried over Na2SO4. After concentration, the residue was chromatographed with a mixture of EtOAc and ...